Task: describe an organic reaction: reactants, conditions, products, and yield. Dataset: the Open Reaction Database (ORD), a public repository of structured organic reaction records Starting materials: C1CCOC1, CN(C)c1ccncc1, C(=NC1CCCCC1)=NC1CCCCC1, CC12CCC3C(CC(=O)C4CC(O)CCC43C)C1CCC2=O, O=C(O)CNC(=O)OCC1c2ccccc2-c2ccccc21. Yields the product CC12CCC3C(CC(=O)C4CC(OC(=O)CNC(=O)OCC5c6ccccc6-c6ccccc65)CCC43C)C1CCC2=O. RXN SMILES: [CH2:60]1[O:61][CH2:62][CH2:63][CH2:64]1.[CH3:65][N:66]([CH3:67])[c:68]1[cH:69][cH:70][n:71][cH:72][cH:73]1.[CH:45]1([N:46]=[C:47]=[N:48][CH:49]2[CH2:50][CH2:51][CH2:52][CH2:53][CH2:54]2)[CH2:55][CH2:56][CH2:57][CH2:58][CH2:59]1.[OH:1][CH:2]1[CH2:3][CH:4]2[C:5](=[O:22])[CH2:6][CH:7]3[CH:8]4[CH2:9][CH2:10][C:11](=[O:21])[C:12]4([CH3:13])[CH2:14][CH2:15][CH:16]3[C:17]2([CH3:20])[CH2:18][CH2:19]1.[cH:23]1[cH:24][cH:25][cH:26][c:27]2[c:35]1[CH:34]([CH2:36][O:37][C:38](=[O:39])[NH:40][CH2:41][C:42](=[O:43])[OH:44])[c:33]1[c:28]-2[cH:29][cH:30][cH:31][cH:32]1>>[O:1]([CH:2]1[CH2:3][CH:4]2[C:5](=[O:22])[CH2:6][CH:7]3[CH:8]4[CH2:9][CH2:10][C:11](=[O:21])[C:12]4([CH3:13])[CH2:14][CH2:15][CH:16]3[C:17]2([CH3:20])[CH2:18][CH2:19]1)[C:42]([CH2:41][NH:40][C:38]([O:37][CH2:36][CH:34]1[c:33]2[c:28]([cH:29][cH:30][cH:31][cH:32]2)-[c:27]2[cH:26][cH:25][cH:24][cH:23][c:35]21)=[O:39])=[O:43]. Starting materials: O (water), ClC=1C2=C(N=CN1)OC(=C2C2=CC=C(C=C2)CC)C2=CC=CC=C2 (4-chloro-5-(4-ethylphenyl)-6-phenylfuro[2,3-d]pyrimidine), [H-].[Na+] (sodium hydride), C(C1=CC=CC=C1)N(C[C@@H](C)O)C ((2R)-1-[benzyl(methyl)amino]propan-2-ol). The reagents and catalysts are [I-].C(CCC)[N+](CCCC)(CCCC)CCCC (tetra-n-butylammonium iodide). The solvent is C(C)(=O)OCC (ethyl acetate), C1CCOC1 (THF), C1CCOC1 (THF). Yields the product C(C1=CC=CC=C1)N(C[C@@H](C)OC=1C2=C(N=CN1)OC(=C2C2=CC=C(C=C2)CC)C2=CC=CC=C2)C ((2R)-N-Benzyl-2-{[5-(4-ethylphenyl)-6-phenylfuro[2,3-d]pyrimidin-4-yl]oxy}-N-methylpropane-1-amine). As a reaction SMILES: [H-].[Na+].[CH2:3]([N:10]([CH3:15])[CH2:11][C@H:12]([OH:14])[CH3:13])[C:4]1[CH:9]=[CH:8][CH:7]=[CH:6][CH:5]=1.Cl[C:17]1[C:18]2[C:25]([C:26]3[CH:31]=[CH:30][C:29]([CH2:32][CH3:33])=[CH:28][CH:27]=3)=[C:24]([C:34]3[CH:39]=[CH:38][CH:37]=[CH:36][CH:35]=3)[O:23][C:19]=2[N:20]=[CH:21][N:22]=1.O>C1COCC1.[I-].C([N+](CCCC)(CCCC)CCCC)CCC.C(OCC)(=O)C>[CH2:3]([N:10]([CH3:15])[CH2:11][C@H:12]([O:14][C:17]1[C:18]2[C:25]([C:26]3[CH:27]=[CH:28][C:29]([CH2:32][CH3:33])=[CH:30][CH:31]=3)=[C:24]([C:34]3[CH:35]=[CH:36][CH:37]=[CH:38][CH:39]=3)[O:23][C:19]=2[N:20]=[CH:21][N:22]=1)[CH3:13])[C:4]1[CH:9]=[CH:8][CH:7]=[CH:6][CH:5]=1 |f:0.1,6.7|. Procedure: Add 167 mg (4.18 mmol) sodium hydride (as 60% dispersion in mineral oil) to a solution of 600 mg (3.35 mmol) (2R)-1-[benzyl(methyl)amino]propan-2-ol in 7 ml THF at room temperature. After stirring for ten minutes, add a solution of 1177 mg (3.51 mmol) 4-chloro-5-(4-ethylphenyl)-6-phenylfuro[2,3-d]pyrimidine in 8 ml THF and 62 mg (0.17 mmol) tetra-n-butylammonium iodide. Stir the reaction mixture for 16 h under reflux. After adding water and ethyl acetate, wash the separated organic phase with 1 ... The reactants are C(C)OC[C@@H](CNC1=CC2=C(C(=N1)NC=1C=C(C=CC1)C)C(NC2)=O)NC(OC(C)(C)C)=O ((R)-tert-butyl 1-ethoxy-3-(3-oxo-4-(m-tolylamino)-2,3-dihydro-1H-pyrrolo[3,4-c]pyridin-6-ylamino)propan-2-ylcarbamate), CCOC(=O)C.C1CCOC1 (EtOAc THF). Solvent: C(Cl)Cl (DCM). Run at time 2 hour. Product: N[C@H](CNC1=CC2=C(C(=N1)NC=1C=C(C=CC1)C)C(NC2)=O)COCC ((R)-6-(2-Amino-3-ethoxypropylamino)-4-(m-tolylamino)-1H-pyrrolo[3,4-c]pyridin-3(2H)-one). Isolated yield 12.9%. As a reaction SMILES: [CH2:1]([O:3][CH2:4][C@H:5]([NH:26]C(=O)OC(C)(C)C)[CH2:6][NH:7][C:8]1[N:13]=[C:12]([NH:14][C:15]2[CH:16]=[C:17]([CH3:21])[CH:18]=[CH:19][CH:20]=2)[C:11]2[C:22](=[O:25])[NH:23][CH2:24][C:10]=2[CH:9]=1)[CH3:2].CCOC(C)=O.C1COCC1>C(Cl)Cl>[NH2:26][C@@H:5]([CH2:4][O:3][CH2:1][CH3:2])[CH2:6][NH:7][C:8]1[N:13]=[C:12]([NH:14][C:15]2[CH:16]=[C:17]([CH3:21])[CH:18]=[CH:19][CH:20]=2)[C:11]2[C:22](=[O:25])[NH:23][CH2:24][C:10]=2[CH:9]=1 |f:1.2|. Reported procedure: To a solution of (R)-tert-butyl 1-ethoxy-3-(3-oxo-4-(m-tolylamino)-2,3-dihydro-1H-pyrrolo[3,4-c]pyridin-6-ylamino)propan-2-ylcarbamate (109 mg, 0.239 mmol) in DCM (1 mL) was added a TFA/DCM solution (1/1, 10 mL). The mixture was stirred at RT for 2 h. After removal of the solvent, the resulting crude material was reconstituted in a solution of MeOH/DCM (1/1, 5 mL) and was purified via reverse phase preparative HPLC. The fractions were collected, and ACN was removed via rotary evaporation. The re... Reactants: O=C([O-])[O-], CN(C)C=O, [Cs+], [Cs+], Nc1ncnc2[nH]nc(I)c12, O, ClC(c1ccccc1)(c1ccccc1)c1ccccc1. Product: Nc1ncnc2c1c(I)nn2C(c1ccccc1)(c1ccccc1)c1ccccc1. RXN SMILES: [C:12](=[O:13])([O-:14])[O-:15].[CH3:39][N:40]([CH3:41])[CH:42]=[O:43].[Cs+:16].[Cs+:17].[I:1][c:2]1[n:3][nH:4][c:5]2[n:6][cH:7][n:8][c:9]([NH2:11])[c:10]12.[OH2:38].[c:18]1([C:24]([c:25]2[cH:26][cH:27][cH:28][cH:29][cH:30]2)([c:31]2[cH:32][cH:33][cH:34][cH:35][cH:36]2)[Cl:37])[cH:19][cH:20][cH:21][cH:22][cH:23]1>>[I:1][c:2]1[n:3][n:4]([C:24]([c:18]2[cH:19][cH:20][cH:21][cH:22][cH:23]2)([c:25]2[cH:26][cH:27][cH:28][cH:29][cH:30]2)[c:31]2[cH:32][cH:33][cH:34][cH:35][cH:36]2)[c:5]2[n:6][cH:7][n:8][c:9]([NH2:11])[c:10]12.